This data is from the Open Reaction Database (ORD), a public repository of structured organic reaction records. The task is: describe an organic reaction: reactants, conditions, products, and yield Starting materials: O=C(O)C1(c2cccc(B(O)O)c2)CCCC1, O=C([O-])[O-], COCCOC, COc1nc(Cl)cc(NCCc2ccc(Cl)cc2Cl)n1, Cl, [Cs+], [Cs+], O, c1ccc(P(c2ccccc2)(c2ccccc2)[Pd](P(c2ccccc2)(c2ccccc2)c2ccccc2)(P(c2ccccc2)(c2ccccc2)c2ccccc2)P(c2ccccc2)(c2ccccc2)c2ccccc2)cc1. The product is COc1nc(NCCc2ccc(Cl)cc2Cl)cc(-c2cccc(C3(C(=O)O)CCCC3)c2)n1. Reaction SMILES: [C:21](=[O:22])([OH:23])[C:24]1([c:29]2[cH:30][c:31]([B:35]([OH:36])[OH:37])[cH:32][cH:33][cH:34]2)[CH2:25][CH2:26][CH2:27][CH2:28]1.[C:38](=[O:39])([O-:40])[O-:41].[CH3:45][O:46][CH2:47][CH2:48][O:49][CH3:50].[Cl:1][c:2]1[cH:3][c:4]([NH:10][CH2:11][CH2:12][c:13]2[c:14]([Cl:20])[cH:15][c:16]([Cl:19])[cH:17][cH:18]2)[n:5][c:6]([O:8][CH3:9])[n:7]1.[ClH:44].[Cs+:42].[Cs+:43].[OH2:51].[cH:52]1[cH:53][cH:54][c:55]([P:56]([Pd:57]([P:58]([c:59]2[cH:60][cH:61][cH:62][cH:63][cH:64]2)([c:65]2[cH:66][cH:67][cH:68][cH:69][cH:70]2)[c:71]2[cH:72][cH:73][cH:74][cH:75][cH:76]2)([P:77]([c:78]2[cH:79][cH:80][cH:81][cH:82][cH:83]2)([c:84]2[cH:85][cH:86][cH:87][cH:88][cH:89]2)[c:90]2[cH:91][cH:92][cH:93][cH:94][cH:95]2)[P:96]([c:97]2[cH:98][cH:99][cH:100][cH:101][cH:102]2)([c:103]2[cH:104][cH:105][cH:106][cH:107][cH:108]2)[c:109]2[cH:110][cH:111][cH:112][cH:113][cH:114]2)([c:115]2[cH:116][cH:117][cH:118][cH:119][cH:120]2)[c:121]2[cH:122][cH:123][cH:124][cH:125][cH:126]2)[cH:127][cH:128]1>>[c:2]1(-[c:31]2[cH:30][c:29]([C:24]3([C:21](=[O:22])[OH:23])[CH2:25][CH2:26][CH2:27][CH2:28]3)[cH:34][cH:33][cH:32]2)[cH:3][c:4]([NH:10][CH2:11][CH2:12][c:13]2[c:14]([Cl:20])[cH:15][c:16]([Cl:19])[cH:17][cH:18]2)[n:5][c:6]([O:8][CH3:9])[n:7]1. Starting materials: BrC=1N=C(C(=NC1)N)NC(C)C=1C=C2C=CC=NC2=CC1 (5-bromo-N*3*-(1-quinolin-6-yl-ethyl)-pyrazine-2,3-diamine), isoamyl nitrile, CN(C)C=O (DMF). Run at temperature 0 celsius, time 5 minute. Product: BrC1=CN=C2C(=N1)N(N=N2)C(C)C=2C=C1C=CC=NC1=CC2 (6-[1-(6-bromo-[1,2,3]triazolo[4,5-b]pyrazin-1-yl)-ethyl]-quinoline). Yield: 72.0%. RXN SMILES: [Br:1][C:2]1[N:3]=[C:4]([NH:9][CH:10]([C:12]2[CH:13]=[C:14]3[C:19](=[CH:20][CH:21]=2)[N:18]=[CH:17][CH:16]=[CH:15]3)[CH3:11])[C:5]([NH2:8])=[N:6][CH:7]=1.C[N:23](C=O)C>>[Br:1][C:2]1[N:3]=[C:4]2[N:9]([CH:10]([C:12]3[CH:13]=[C:14]4[C:19](=[CH:20][CH:21]=3)[N:18]=[CH:17][CH:16]=[CH:15]4)[CH3:11])[N:23]=[N:8][C:5]2=[N:6][CH:7]=1. Procedure: To a solution of the 5-bromo-N*3*-(1-quinolin-6-yl-ethyl)-pyrazine-2,3-diamine in anhydrous DMF (25 mL) was added isoamyl nitrile (0.98 mL, 1.2 mmol) at 0° C. The reaction was stirred at 0° C. for 5 min, then the ice bath was removed and allowed to stir at ambient temperature for 5 min. The reaction was then heated at 70° C. for 1 hour, cooled and quenched with sat. aqueous solution of Na2SO3 (10 mL). Water (50 mL) and EtOAc (50 mL) were added. The organic layer was separated and the aqueous lay...